This data is from the Open Reaction Database (ORD), a public repository of structured organic reaction records. The task is: describe an organic reaction: reactants, conditions, products, and yield The reactants are O[C@H](C#CC=O)CCCCC ((4S)-4-hydroxy-2-nonynal), O1CCCC=C1 (dihydropyran), S(O)(O)(=O)=O (sulfuric acid). The solvent is O (water), CCOCC (ether). Run at time 17 hour. Product: O1C(CCCC1)O[C@H](C#CC=O)CCCCC ((4S)-4-(2-tetrahydropyranyloxy)-2-nonynal). As a reaction SMILES: [OH:1][C@@H:2]([CH2:7][CH2:8][CH2:9][CH2:10][CH3:11])[C:3]#[C:4][CH:5]=[O:6].[O:12]1[CH:17]=[CH:16][CH2:15][CH2:14][CH2:13]1.S(=O)(=O)(O)O>O.CCOCC>[O:12]1[CH2:17][CH2:16][CH2:15][CH2:14][CH:13]1[O:1][C@@H:2]([CH2:7][CH2:8][CH2:9][CH2:10][CH3:11])[C:3]#[C:4][CH:5]=[O:6]. Procedure details: A mixture of (4S)-4-hydroxy-2-nonynal (41.6 g., 0.27 mole) and dihydropyran (33.6 g., 0.4 mole) is cooled to 5° by means of an ice bath and is treated with 0.2 mole of concentrated sulfuric acid. This is allowed to warm to room temperature and stand 17 hours. It is then diluted with water. The oily product is taken up in ether, washed with sodium bicarbonate solution and water and dried over sodium sulfate. Distillation affords (4S)-4-(2-tetrahydropyranyloxy)-2-nonynal as a colorless oil. Reactants: COC1=NC2=C(C=C(C=C2C=C1)C(=O)O)C (2-Methoxy-8-methylquinoline-6-carboxylic acid), C1(=C(C=CC=C1)N)N (o-phenylene diamine). Solvent: P(=O)(Cl)(Cl)Cl (phosphorus oxychloride). Product: COC1=NC2=C(C=C(C=C2C=C1)C=1NC2=C(N1)C=CC=C2)C (2-Methoxy-6-(benzimidazol-2-yl)-8-methylquinoline). As a reaction SMILES: [CH3:1][O:2][C:3]1[CH:12]=[CH:11][C:10]2[C:5](=[C:6]([CH3:16])[CH:7]=[C:8]([C:13](O)=O)[CH:9]=2)[N:4]=1.[C:17]1([NH2:24])[CH:22]=[CH:21][CH:20]=[CH:19][C:18]=1[NH2:23]>P(Cl)(Cl)(Cl)=O>[CH3:1][O:2][C:3]1[CH:12]=[CH:11][C:10]2[C:5](=[C:6]([CH3:16])[CH:7]=[C:8]([C:13]3[NH:23][C:18]4[CH:19]=[CH:20][CH:21]=[CH:22][C:17]=4[N:24]=3)[CH:9]=2)[N:4]=1. Procedure details: 2-Methoxy-8-methylquinoline-6-carboxylic acid (1.09 g) was added in portions to a stirred mixture of o-phenylene diamine (0.54 g) and phosphorus oxychloride (20 cm3) at room temperature (20° ). The mixture was heated under reflux for 4 hours and then solvent was evaporated in vacuo. Ice (20 g) was added to the residue which was then basified to pH 9 with aqueous 2.5M sodium hydroxide and filtered to yield a solid which was chromatographed on silica (Merck "MK 60.9385" [Trade Mark]) eluting with ... The reactants are C(C)OC(=O)C=1C=C2C(=CN1)OC=C2 (5-ethoxycarbonylfuro[2,3-c]pyridine), [O-]CC.[Na+] (sodium ethoxide), C(C)(=O)OC(C)(C)C (t-butyl acetate), C(C)(=O)O (acetic acid). The solvent is C1(=CC=CC=C1)C (toluene), O (water), C1(=CC=CC=C1)C (toluene). Conditions: temperature 60 celsius, time 3 hour. The product is O=C(CC(=O)OCC)C=1C=C2C(=CN1)OC=C2 (ethyl β-oxo-5-furo[2,3-c]pyridinepropionate). Yield: 80.0%. RXN SMILES: [O-]CC.[Na+].[C:5]([O:8][C:9](C)(C)[CH3:10])(=[O:7])[CH3:6].C(O[C:16]([C:18]1[CH:19]=[C:20]2[CH:26]=[CH:25][O:24][C:21]2=[CH:22][N:23]=1)=[O:17])C.C(O)(=O)C>C1(C)C=CC=CC=1.O>[O:17]=[C:16]([C:18]1[CH:19]=[C:20]2[CH:26]=[CH:25][O:24][C:21]2=[CH:22][N:23]=1)[CH2:6][C:5]([O:8][CH2:9][CH3:10])=[O:7] |f:0.1|. Procedure: As 510 mg (7.5 mmol) of sodium ethoxide was stirred in 5 mL toluene, 1.16 g (10.0 mmol) of t-butyl acetate was added dropwise at room temperature to the solution. Then, 956 mg (5.0 mmol) of 5-ethoxycarbonylfuro[2,3-c]pyridine dissolved in 5 mL of toluene was added dropwise at room temperature to the above solution. After all the solution had been added, the reaction mixture was heated to 60° C., and a reaction was carried out for 3 hours. The reaction solution was then cooled to 5° C. and was ne... Reactants: CCOC(C)=O, CCI, CCCCCC, CN(C)C=O, [H-], O=C1NC(=O)C2(c3ccc([N+](=O)[O-])cc3)CC1C2, [Na+]. The product is CCN1C(=O)C2CC(c3ccc([N+](=O)[O-])cc3)(C2)C1=O. Reaction SMILES: [C:30]([O:31][CH2:32][CH3:33])(=[O:34])[CH3:35].[CH2:21]([CH3:22])[I:23].[CH3:24][CH2:25][CH2:26][CH2:27][CH2:28][CH3:29].[CH3:36][N:37]([CH3:38])[CH:39]=[O:40].[H-:1].[N+:3](=[O:4])([O-:5])[c:6]1[cH:7][cH:8][c:9]([C:12]23[C:13](=[O:20])[NH:14][C:15](=[O:19])[CH:16]([CH2:17]2)[CH2:18]3)[cH:10][cH:11]1.[Na+:2]>>[N+:3](=[O:4])([O-:5])[c:6]1[cH:7][cH:8][c:9]([C:12]23[C:13](=[O:20])[N:14]([CH2:21][CH3:22])[C:15](=[O:19])[CH:16]([CH2:17]2)[CH2:18]3)[cH:10][cH:11]1. Starting materials: ClC1=C(C=CC=C1Cl)C(CC=1C=NC=CC1)N (1-(2,3-dichlorophenyl)-2-(pyridin-3-yl)ethanamine), COC=1CCCN1 (5-methoxy-3,4-dihydro-2H-pyrrole). The reagents and catalysts are C(C)(=O)O (acetic acid). Run in CO (methanol). Conditions: temperature 70 celsius. Product: ClC1=C(C=CC=C1Cl)C(CC=1C=NC=CC1)NC=1CCCN1 (N-(1-(2,3-dichlorophenyl)-2-(pyridin-3-yl)ethyl)-3,4-dihydro-2H-pyrrol-5-amine). Yield: 49.7%. Reaction SMILES: [Cl:1][C:2]1[C:7]([Cl:8])=[CH:6][CH:5]=[CH:4][C:3]=1[CH:9]([NH2:17])[CH2:10][C:11]1[CH:12]=[N:13][CH:14]=[CH:15][CH:16]=1.CO[C:20]1[CH2:21][CH2:22][CH2:23][N:24]=1>CO.C(O)(=O)C>[Cl:1][C:2]1[C:7]([Cl:8])=[CH:6][CH:5]=[CH:4][C:3]=1[CH:9]([NH:17][C:20]1[CH2:21][CH2:22][CH2:23][N:24]=1)[CH2:10][C:11]1[CH:12]=[N:13][CH:14]=[CH:15][CH:16]=1. Reported procedure: To 1-(2,3-dichlorophenyl)-2-(pyridin-3-yl)ethanamine (258 mg, 0.97 mmol) in methanol (5 mL) was added 5-methoxy-3,4-dihydro-2H-pyrrole (96 mg, 0.97 mmol) followed by acetic acid (2 drops). The mixture was heated at 70° C. for 16 hours. The mixture was cooled to room temperature and methanol was removed. Purification by chromatography on silica gel (5% 7N NH3 in MeOH/CH2Cl2) gave N-(1-(2,3-dichlorophenyl)-2-(pyridin-3-yl)ethyl)-3,4-dihydro-2H-pyrrol-5-amine (161 mg, 50%) as an off white solid.